Dataset: the Open Reaction Database (ORD), a public repository of structured organic reaction records. Task: describe an organic reaction: reactants, conditions, products, and yield Starting materials: CCN(C(C)C)C(C)C, COC(=O)Cl, ClCCl, CCN1C(=O)Cc2cc(N3CC(CN)OC3=O)cc(F)c21. Product: CCN1C(=O)Cc2cc(N3CC(CNC(=O)OC)OC3=O)cc(F)c21. As a reaction SMILES: [CH:27]([N:28]([CH:29]([CH3:30])[CH3:31])[CH2:32][CH3:33])([CH3:34])[CH3:35].[Cl:1][C:2](=[O:3])[O:4][CH3:5].[Cl:36][CH2:37][Cl:38].[NH2:6][CH2:7][CH:8]1[CH2:9][N:10]([c:14]2[cH:15][c:16]3[c:20]([c:21]([F:23])[cH:22]2)[N:19]([CH2:24][CH3:25])[C:18](=[O:26])[CH2:17]3)[C:11](=[O:13])[O:12]1>>[C:2](=[O:3])([O:4][CH3:5])[NH:6][CH2:7][CH:8]1[CH2:9][N:10]([c:14]2[cH:15][c:16]3[c:20]([c:21]([F:23])[cH:22]2)[N:19]([CH2:24][CH3:25])[C:18](=[O:26])[CH2:17]3)[C:11](=[O:13])[O:12]1. The reactants are NC=1C=C(C=CC1OC)C=1OC2=C(N1)C=C(C=C2)C2=CC(=C(C=C2)F)F (2-(3-amino-4-methoxyphenyl)-5-(3,4-difluorophenyl)benzoxazole), C1=CC2=C(C=C1C(=O)O)C(=O)OC2=O (1,2,4-benzenetricarboxylic anhydride). Yields the product COC1=C(C=C(C=C1)C=1OC2=C(N1)C=C(C=C2)C2=CC(=C(C=C2)F)F)N2C(C1=CC=C(C=C1C2=O)C(=O)O)=O (2-[2-Methoxy-5-[5-(3,4-difluorophenyl)benzoxazol-2-yl]phenyl]-1,3-dioxo-2,3-dihydro-1H-isoindole-5-carboxylic acid). As a reaction SMILES: [NH2:1][C:2]1[CH:3]=[C:4]([C:10]2[O:11][C:12]3[CH:18]=[CH:17][C:16]([C:19]4[CH:24]=[CH:23][C:22]([F:25])=[C:21]([F:26])[CH:20]=4)=[CH:15][C:13]=3[N:14]=2)[CH:5]=[CH:6][C:7]=1[O:8][CH3:9].[CH:27]1[C:32]([C:33]([OH:35])=[O:34])=[CH:31][C:30]2[C:36]([O:38][C:39](=O)[C:29]=2[CH:28]=1)=[O:37]>>[CH3:9][O:8][C:7]1[CH:6]=[CH:5][C:4]([C:10]2[O:11][C:12]3[CH:18]=[CH:17][C:16]([C:19]4[CH:24]=[CH:23][C:22]([F:25])=[C:21]([F:26])[CH:20]=4)=[CH:15][C:13]=3[N:14]=2)=[CH:3][C:2]=1[N:1]1[C:36](=[O:37])[C:30]2[C:29](=[CH:28][CH:27]=[C:32]([C:33]([OH:35])=[O:34])[CH:31]=2)[C:39]1=[O:38]. Procedure: Prepared by the method of Example 1b), from 2-(3-amino-4-methoxyphenyl)-5-(3,4-difluorophenyl)benzoxazole (63 mg, 0.18 mmol) and 1,2,4-benzenetricarboxylic anhydride (35 mg, 0.18 mmol) the title compound was obtained (25 mg, 27%). 1H NMR (DMSO) δ 8.53(dd, 1H), 8.42(m, 3H), 8.18(m, 2H), 7.94(m, 2H), 7.79(dd, 1H), 7.60(m, 3H), 3.95(s, 3H). MS 527 m/z (M+H)+. Starting materials: CN(C1(CCC(CC1)=O)C1=CC=CC=C1)C (4-dimethylamino-4-phenyl cyclohexanone), CCOCC (ether), C1CCOC1 (THF). The reagents and catalysts are [Br-].C(CCC)[P+](C1=CC=CC=C1)(C1=CC=CC=C1)C1=CC=CC=C1 (butyl-triphenyl phosphonium bromide). Reaction conditions: time 8 hour. The product is C(CCC)=C1CCC(CC1)(C1=CC=CC=C1)N(C)C ((4-butylidene-1-phenyl-cyclohexyl)-dimethylamine). Reaction SMILES: CCOCC.[CH3:6][N:7]([CH3:21])[C:8]1([C:15]2[CH:20]=[CH:19][CH:18]=[CH:17][CH:16]=2)[CH2:13][CH2:12][C:11](=O)[CH2:10][CH2:9]1.[CH2:22]1[CH2:26]O[CH2:24][CH2:23]1>[Br-].C([P+](C1C=CC=CC=1)(C1C=CC=CC=1)C1C=CC=CC=1)CCC>[CH:26](=[C:11]1[CH2:12][CH2:13][C:8]([N:7]([CH3:21])[CH3:6])([C:15]2[CH:20]=[CH:19][CH:18]=[CH:17][CH:16]=2)[CH2:9][CH2:10]1)[CH2:22][CH2:23][CH3:24] |f:3.4|. Procedure details: Potassium tert-butylate (2.75 g, 23.7 mmol) was provided in abs. ether (50 mL) in argon and mixed with butyl-triphenyl phosphonium bromide (9.45 g, 23.7 mmol). The batch was heated for 30 min to 40° C. 4-dimethylamino-4-phenyl cyclohexanone (5.00 g, 23.0 mmol) dissolved in abs. THF (50 mL) was then added carefully in drops (exothermic reaction). The batch was heated for 6.5 h to 50° C. and stirred overnight at room temperature. The batch was then concentrated in a vacuum until dry, taken up in d... Reactants: [N+](=O)([O-])[O-].[Ag+] (silver nitrate), C(C1=CC=CC=C1)(C1=CC=CC=C1)(C1=CC=CC=C1)S\C=C/C=1C=NC=CC1 (3-[(Z)-2-(tritylthio)vinyl]pyridine), N1=CC=CC=C1 (pyridine). The solvent is CO (methanol), O1CCCC1 (tetrahydrofuran), CO (methanol). Reaction conditions: temperature 40 celsius. Product: N1=CC(=CC=C1)\C=C/S[Ag] ([(Z)-2-(3-pyridyl)vinylthio]silver). The yield is 109.8%. As a reaction SMILES: C([S:20]/[CH:21]=[CH:22]\[C:23]1[CH:24]=[N:25][CH:26]=[CH:27][CH:28]=1)(C1C=CC=CC=1)(C1C=CC=CC=1)C1C=CC=CC=1.N1C=CC=CC=1.[N+]([O-])([O-])=O.[Ag+:39]>O1CCCC1.CO>[N:25]1[CH:26]=[CH:27][CH:28]=[C:23](/[CH:22]=[CH:21]\[S:20][Ag:39])[CH:24]=1 |f:2.3|. Reported procedure: To a solution of 3-[(Z)-2-(tritylthio)vinyl]pyridine (690 mg) in a mixture of tetrahydrofuran (3 ml), methanol (5 ml) and pyridine (0.147 ml) was dropwise added a solution of silver nitrate (371 mg) in methanol (20 ml) at ambient temperature. The reaction mixture was stirred at 40° C. in dark. The precipitate was collected, washed with methanol and dried over phosphorus pentoxide to give [(Z)-2-(3-pyridyl)vinylthio]silver (487 mg).